This data is from the Open Reaction Database (ORD), a public repository of structured organic reaction records. The task is: describe an organic reaction: reactants, conditions, products, and yield Reactants: CC(C)(C)OC(=O)N1CCNCC1, CC(=O)O[BH-](OC(C)=O)OC(C)=O, CC(=O)O, COc1cc(C2=CCC(=O)CC2)ccc1[N+](=O)[O-], ClCCl, [Na+], [Na+], O=C([O-])O. Yields the product COc1cc(C2=CCC(N3CCN(C(=O)OC(C)(C)C)CC3)CC2)ccc1[N+](=O)[O-]. RXN SMILES: [C:19](=[O:20])([O:21][C:22]([CH3:23])([CH3:24])[CH3:25])[N:26]1[CH2:27][CH2:28][NH:29][CH2:30][CH2:31]1.[C:32]([O:33][BH-:34]([O:35][C:36](=[O:37])[CH3:38])[O:39][C:40](=[O:41])[CH3:42])(=[O:43])[CH3:44].[C:46]([OH:47])(=[O:48])[CH3:49].[CH3:1][O:2][c:3]1[cH:4][c:5]([C:12]2=[CH:13][CH2:14][C:15](=[O:18])[CH2:16][CH2:17]2)[cH:6][cH:7][c:8]1[N+:9](=[O:10])[O-:11].[Cl:50][CH2:51][Cl:52].[Na+:45].[Na+:57].[O-:53][C:54]([OH:55])=[O:56]>>[CH3:1][O:2][c:3]1[cH:4][c:5]([C:12]2=[CH:13][CH2:14][CH:15]([N:29]3[CH2:28][CH2:27][N:26]([C:19](=[O:20])[O:21][C:22]([CH3:23])([CH3:24])[CH3:25])[CH2:31][CH2:30]3)[CH2:16][CH2:17]2)[cH:6][cH:7][c:8]1[N+:9](=[O:10])[O-:11]. Reactants: FC(C(=O)O)(F)F (Trifluoroacetic acid), C(C1=CC=CC=C1)OC1=CC=C(CNC(=O)C=2C=C3C=CC=NC3=CC2)C=C1 (quinoline-6-carboxylic acid 4-benzyloxybenzylamide), C([O-])(O)=O.[Na+] (sodium bicarbonate). Reagents/catalysts: C1(=CC=CC=C1)SC (thioanisole). Run at time 14 hour. Yields the product OC1=CC=C(CNC(=O)C=2C=C3C=CC=NC3=CC2)C=C1 (Quinoline-6-carboxylic acid 4-hydroxybenzylamide). Yield: 21.5%. RXN SMILES: FC(F)(F)C(O)=O.C([O:15][C:16]1[CH:35]=[CH:34][C:19]([CH2:20][NH:21][C:22]([C:24]2[CH:25]=[C:26]3[C:31](=[CH:32][CH:33]=2)[N:30]=[CH:29][CH:28]=[CH:27]3)=[O:23])=[CH:18][CH:17]=1)C1C=CC=CC=1.C(=O)(O)[O-].[Na+]>C1(SC)C=CC=CC=1>[OH:15][C:16]1[CH:17]=[CH:18][C:19]([CH2:20][NH:21][C:22]([C:24]2[CH:25]=[C:26]3[C:31](=[CH:32][CH:33]=2)[N:30]=[CH:29][CH:28]=[CH:27]3)=[O:23])=[CH:34][CH:35]=1 |f:2.3|. Procedure: Trifluoroacetic acid (5 mL) and thioanisole (3 drops) were added to quinoline-6-carboxylic acid 4-benzyloxybenzylamide (2.67 g, 7.25 mmol) synthesized in Example E-8, the solution was stirred at room temperature for 14 hours, followed by stirring at 50° C. for 4 hours, lastly, and the solution was stirred at 70° C. for 3 hours. The reaction solution was allowed to room temperature, then, was neutralized with an aqueous solution of saturated sodium bicarbonate, extracted with ethyl acetate and dr... Reactants: C1(CC1)C1=CC=C(C=O)C=C1 (4-cyclopropyl benzaldehyde), CN(C)C=O (DMF), BrC=1C=C2CCC(C2=CC1)(C)C (5-bromo-1,1-dimethylindan), [Li]CCCC (nBuLi). Product: CC1(CCC2=CC(=CC=C12)C=O)C (1,1-dimethylindan-5-carbaldehyde). Yield: 93.0%. Reaction SMILES: C1(C2C=CC([CH:8]=[O:9])=CC=2)CC1.Br[C:13]1[CH:14]=[C:15]2[C:19](=[CH:20][CH:21]=1)[C:18]([CH3:23])([CH3:22])[CH2:17][CH2:16]2.[Li]CCCC.CN(C=O)C>>[CH3:22][C:18]1([CH3:23])[C:19]2[C:15](=[CH:14][C:13]([CH:8]=[O:9])=[CH:21][CH:20]=2)[CH2:16][CH2:17]1. Procedure: The title compound was synthesized in analogy to 4-cyclopropyl benzaldehyde (described in example S53) using 5-bromo-1,1-dimethylindan [synthesized in analogy to a procedure described in Org. Prep. Proc. Int. 10:123-131 (1978)] (270 mg, 1.20 mmol), nBuLi (833 μl, 1.6M solution in hexane, 1.33 mmol) and DMF (173 μl, 2.22 mmol). The isolated residue was purified by flash column chromatography (1:9 ether:pentane) to give 1,1-dimethylindan-5-carbaldehyde (195 mg, 93%) as a colorless oil. 1H NMR (CDC... The reactants are C(#N)[BH3-].[Na+] (sodium cyanoborohydride), NC=1C=C(C(=O)OCC)C=C(C1)Br (ethyl 3-amino-5-bromobenzoate), C1(CCCC1)=O (cyclopentanone), C(C)(=O)O (acetic acid). Solvent: CO (methanol). Conditions: time 3 hour. Product: BrC=1C=C(C(=O)OC)C=C(C1)NC1CCCC1 (methyl 3-bromo-5-(cyclopentylamino)benzoate). The yield is 61.5%. As a reaction SMILES: [NH2:1][C:2]1[CH:3]=[C:4]([CH:10]=[C:11]([Br:13])[CH:12]=1)[C:5]([O:7][CH2:8]C)=[O:6].[C:14]1(=O)[CH2:18][CH2:17][CH2:16][CH2:15]1.C(O)(=O)C.C([BH3-])#N.[Na+]>CO>[Br:13][C:11]1[CH:10]=[C:4]([CH:3]=[C:2]([NH:1][CH:14]2[CH2:18][CH2:17][CH2:16][CH2:15]2)[CH:12]=1)[C:5]([O:7][CH3:8])=[O:6] |f:3.4|. Reported procedure: To a stirred solution of ethyl 3-amino-5-bromobenzoate (2 g, 8.73 mmol) and cyclopentanone (2.2 g, 26.1 mmol) in methanol (20 mL), acetic acid (1.04 g, 17.4 mmol) was added and reaction stirred at room temperature for 3 h. Then sodium cyanoborohydride (1.37 g, 21.83 mmol) was added and reaction stirred overnight. On completion, solvent was removed under reduced pressure and crude material was purified by column chromatography to afford desired compound (1.6 g, 61%).